This data is from the Open Reaction Database (ORD), a public repository of structured organic reaction records. The task is: describe an organic reaction: reactants, conditions, products, and yield The reactants are C(C)(C)(C)OC(=O)N1CCC(CC1)NC1=CC2=C(OCO2)C=C1 (4-(benzo[1,3]dioxol-5-ylamino)-piperidine-1-carboxylic acid tert-butyl ester), FC1=C(CBr)C=C(C=C1)Cl (2-fluoro-5-chlorobenzyl bromide). Yields the product O1COC2=C1C=CC(=C2)N(C2CCNCC2)CC2=C(C=CC(=C2)Cl)F (benzo[1,3]dioxol-5-yl-(5-chloro-2-fluoro-benzyl)-piperidin-4-yl-amine). RXN SMILES: C(OC([N:8]1[CH2:13][CH2:12][CH:11]([NH:14][C:15]2[CH:23]=[CH:22][C:18]3[O:19][CH2:20][O:21][C:17]=3[CH:16]=2)[CH2:10][CH2:9]1)=O)(C)(C)C.[F:24][C:25]1[CH:32]=[CH:31][C:30]([Cl:33])=[CH:29][C:26]=1[CH2:27]Br>>[O:19]1[C:18]2[CH:22]=[CH:23][C:15]([N:14]([CH2:27][C:26]3[CH:29]=[C:30]([Cl:33])[CH:31]=[CH:32][C:25]=3[F:24])[CH:11]3[CH2:10][CH2:9][NH:8][CH2:13][CH2:12]3)=[CH:16][C:17]=2[O:21][CH2:20]1. Reported procedure: Using general procedure H with 4-(benzo[1,3]dioxol-5-ylamino)-piperidine-1-carboxylic acid tert-butyl ester (see EXAMPLE 179) (320 mg, 1.0 mmol) and 2-fluoro-5-chlorobenzyl bromide (291 mg, 1.3 mmol) and then using general procedure C afforded benzo[1,3]dioxol-5-yl-(5-chloro-2-fluoro-benzyl)-piperidin-4-yl-amine as a white solid (323 mg, 89% over 2 steps). Reactants: COCCBr, CCN(C(C)C)C(C)C, ClCCl, Cl, COC(=O)c1ccc(C2CCNCC2)cc1, CN(C)C=O. Product: COCCN1CCC(c2ccc(C(=O)OC)cc2)CC1. Reaction SMILES: [Br:27][CH2:28][CH2:29][O:30][CH3:31].[CH2:18]([N:19]([CH:20]([CH3:21])[CH3:22])[CH:23]([CH3:24])[CH3:25])[CH3:26].[Cl:32][CH2:33][Cl:34].[ClH:17].[NH:1]1[CH2:2][CH2:3][CH:4]([c:7]2[cH:8][cH:9][c:10]([C:11](=[O:12])[O:13][CH3:14])[cH:15][cH:16]2)[CH2:5][CH2:6]1.[O:35]=[CH:36][N:37]([CH3:38])[CH3:39]>>[N:1]1([CH2:28][CH2:29][O:30][CH3:31])[CH2:2][CH2:3][CH:4]([c:7]2[cH:8][cH:9][c:10]([C:11](=[O:12])[O:13][CH3:14])[cH:15][cH:16]2)[CH2:5][CH2:6]1. The reactants are Oc1ccc2nc(Br)ncc2n1, CN(C)C=O, O=P(Br)(Br)Br. Product: Brc1ccc2nc(Br)ncc2n1. As a reaction SMILES: [Br:6][c:7]1[n:8][cH:9][c:10]2[c:11]([n:12]1)[cH:13][cH:14][c:15]([OH:17])[n:16]2.[CH3:18][N:19]([CH3:20])[CH:21]=[O:22].[P:1]([Br:2])([Br:3])([Br:4])=[O:5]>>[Br:3][c:15]1[cH:14][cH:13][c:11]2[c:10]([cH:9][n:8][c:7]([Br:6])[n:12]2)[n:16]1. The reactants are C=1C=CN2C1CN(C1=C(C2)C=CC=C1)C(=O)C1=CC(=C(C=C1)C1=C(C=CC=C1)OC)C ((10,11-Dihydro-5H-pyrrolo[2,1-c][1,4]benzodiazepin-10-yl)-(2′-methoxy-2-methyl-[1,1′-biphenyl]-4-yl)-methanone), C(C)(C)N(C(C)C)CC (N,N-diisopropylethylamine), ClC(C(=O)Cl)(Cl)Cl (trichloroacetyl chloride). Solvent: ClCCl (dichloromethane). Run at time 8 hour. The product is ClC(C(=O)C1=CC=C2CN(C3=C(CN21)C=CC=C3)C(=O)C3=CC(=C(C=C3)C3=C(C=CC=C3)OC)C)(Cl)Cl (2,2,2-Trichloro-1-{10-[(2′-methoxy-2-methyl-[1,1′-biphenyl]-4-yl)carbonyl]-10,11-dihydro-5H-pyrrolo [2,1-c][1,4]benzodiazepin-3-yl}ethanone). Isolated yield 103.3%. RXN SMILES: [CH:1]1[CH:2]=[CH:3][N:4]2[CH2:10][C:9]3[CH:11]=[CH:12][CH:13]=[CH:14][C:8]=3[N:7]([C:15]([C:17]3[CH:22]=[CH:21][C:20]([C:23]4[CH:28]=[CH:27][CH:26]=[CH:25][C:24]=4[O:29][CH3:30])=[C:19]([CH3:31])[CH:18]=3)=[O:16])[CH2:6][C:5]=12.C(N(CC)C(C)C)(C)C.[Cl:41][C:42]([Cl:47])([Cl:46])[C:43](Cl)=[O:44]>ClCCl>[Cl:41][C:42]([Cl:47])([Cl:46])[C:43]([C:3]1[N:4]2[C:5]([CH2:6][N:7]([C:15]([C:17]3[CH:22]=[CH:21][C:20]([C:23]4[CH:28]=[CH:27][CH:26]=[CH:25][C:24]=4[O:29][CH3:30])=[C:19]([CH3:31])[CH:18]=3)=[O:16])[C:8]3[CH:14]=[CH:13][CH:12]=[CH:11][C:9]=3[CH2:10]2)=[CH:1][CH:2]=1)=[O:44]. Procedure details: To a solution of (10,11-dihydro-5H-pyrrolo [2,1-c][1,4]benzodiazepin-10-yl)-(2′-methoxy-2-methyl-[1,1′-biphenyl]-4-yl)-methanone of Step C (1.5 g, 3.67 mmol) in dichloromethane (20 mL) was added N,N-diisopropylethylamine (1.28 mL, 7.35 mmol) followed by slow addition of trichloroacetyl chloride (1.23 mL, 11.0 mmol). The reaction mixture was stirred overnight at room temperature then quenched with water. The organic phase was washed with 0.1 N hydrochloric acid followed by water, then dried over ... Reactants: C1(CC1)C=1C(=CC(=NC1)C(=O)O)OC(CF)C (5-cyclopropyl-4-(1-fluoropropan-2-yloxy)picolinic acid), NC1(CS(C1)(=O)=O)CC(=O)N (2-(3-amino-1,1-dioxo-thietan-3-yl)acetamide). Yields the product NC(CC1(CS(C1)(=O)=O)NC(=O)C1=NC=C(C(=C1)OC(CF)C)C1CC1)=O (N-[3-(2-amino-2-oxoethyl)-1,1-dioxothietan-3-yl]-5-cyclopropyl-4-[1-fluoropropan-2-yl]oxypyridine-2-carboxamide). Reaction SMILES: [CH:1]1([C:4]2[C:5]([O:13][CH:14]([CH3:17])[CH2:15][F:16])=[CH:6][C:7]([C:10]([OH:12])=O)=[N:8][CH:9]=2)[CH2:3][CH2:2]1.[NH2:18][C:19]1([CH2:25][C:26]([NH2:28])=[O:27])[CH2:22][S:21](=[O:24])(=[O:23])[CH2:20]1>>[NH2:28][C:26](=[O:27])[CH2:25][C:19]1([NH:18][C:10]([C:7]2[CH:6]=[C:5]([O:13][CH:14]([CH3:17])[CH2:15][F:16])[C:4]([CH:1]3[CH2:2][CH2:3]3)=[CH:9][N:8]=2)=[O:12])[CH2:20][S:21](=[O:23])(=[O:24])[CH2:22]1. Reported procedure: The title compound was synthesized in analogy to Example 112e, using 5-cyclopropyl-4-(1-fluoropropan-2-yloxy)picolinic acid (enantiomer A) (example 287e) and 2-(3-amino-1,1-dioxo-thietan-3-yl)acetamide (example 160d) as starting materials and isolated (37.5 mg, 56%); MS (ESI, m/z): 400.3 (M+H+). The reactants are CCOC(C)=O, CO, [Na+], CCOC(=O)CN1CCCC(c2ccccc2)C1=O, [OH-]. Product: O=C(O)CN1CCCC(c2ccccc2)C1=O. As a reaction SMILES: [CH3:22][CH2:23][O:24][C:25](=[O:26])[CH3:27].[CH3:28][OH:29].[Na+:21].[O:1]=[C:2]1[N:3]([CH2:14][C:15](=[O:16])[O:17][CH2:18][CH3:19])[CH2:4][CH2:5][CH2:6][CH:7]1[c:8]1[cH:9][cH:10][cH:11][cH:12][cH:13]1.[OH-:20]>>[O:1]=[C:2]1[N:3]([CH2:14][C:15](=[O:16])[OH:17])[CH2:4][CH2:5][CH2:6][CH:7]1[c:8]1[cH:9][cH:10][cH:11][cH:12][cH:13]1.